Dataset: the Open Reaction Database (ORD), a public repository of structured organic reaction records. Task: describe an organic reaction: reactants, conditions, products, and yield Starting materials: CCO, O=c1[nH]nc2ccc(Cl)nn12, [K+], O, [SH-]. Product: O=c1[nH]nc2ccc(S)nn12. RXN SMILES: [CH3:15][CH2:16][OH:17].[Cl:1][c:2]1[cH:3][cH:4][c:5]2[n:6]([n:7]1)[c:8](=[O:11])[nH:9][n:10]2.[K+:13].[OH2:14].[SH-:12]>>[c:2]1([SH:12])[cH:3][cH:4][c:5]2[n:6]([n:7]1)[c:8](=[O:11])[nH:9][n:10]2. Reactants: BrB(Br)Br, ClCCl, COc1ccc2cc[nH]c2c1. Product: Oc1ccc2cc[nH]c2c1. As a reaction SMILES: [B:12]([Br:13])([Br:14])[Br:15].[CH2:16]([Cl:17])[Cl:18].[CH3:1][O:2][c:3]1[cH:4][cH:5][c:6]2[cH:7][cH:8][nH:9][c:10]2[cH:11]1>>[OH:2][c:3]1[cH:4][cH:5][c:6]2[cH:7][cH:8][nH:9][c:10]2[cH:11]1.